Dataset: the Open Reaction Database (ORD), a public repository of structured organic reaction records. Task: describe an organic reaction: reactants, conditions, products, and yield Reactants: [Cu]I, C#Cc1ccc(F)c(OCCC(F)F)c1, FC(F)Oc1ccc(I)cc1, O, Cl[Pd]Cl, c1ccc(P(c2ccccc2)c2ccccc2)cc1, c1ccc(P(c2ccccc2)c2ccccc2)cc1. The product is Fc1ccc(C#Cc2ccc(OC(F)F)cc2)cc1OCCC(F)F. As a reaction SMILES: [Cu:68][I:69].[F:1][CH:2]([CH2:3][CH2:4][O:5][c:6]1[c:7]([F:14])[cH:8][cH:9][c:10]([C:12]#[CH:13])[cH:11]1)[F:15].[I:16][c:17]1[cH:18][cH:19][c:20]([O:23][CH:24]([F:25])[F:26])[cH:21][cH:22]1.[OH2:70].[Pd:27]([Cl:28])[Cl:29].[c:30]1([P:31]([c:32]2[cH:33][cH:34][cH:35][cH:36][cH:37]2)[c:38]2[cH:39][cH:40][cH:41][cH:42][cH:43]2)[cH:44][cH:45][cH:46][cH:47][cH:48]1.[c:49]1([P:50]([c:51]2[cH:52][cH:53][cH:54][cH:55][cH:56]2)[c:57]2[cH:58][cH:59][cH:60][cH:61][cH:62]2)[cH:63][cH:64][cH:65][cH:66][cH:67]1>>[F:1][CH:2]([CH2:3][CH2:4][O:5][c:6]1[c:7]([F:14])[cH:8][cH:9][c:10]([C:12]#[C:13][c:17]2[cH:18][cH:19][c:20]([O:23][CH:24]([F:25])[F:26])[cH:21][cH:22]2)[cH:11]1)[F:15].